Task: describe an organic reaction: reactants, conditions, products, and yield. Dataset: the Open Reaction Database (ORD), a public repository of structured organic reaction records The reactants are ClC1=NC=CC=C1[N+](=O)[O-] (2-chloro-3-nitropyridine), C[O-].[Na+] (sodium methoxide). The solvent is CO (methanol). The product is COC1=NC=CC=C1[N+](=O)[O-] (2-methoxy-3-nitropyridine). As a reaction SMILES: Cl[C:2]1[C:7]([N+:8]([O-:10])=[O:9])=[CH:6][CH:5]=[CH:4][N:3]=1.[CH3:11][O-:12].[Na+]>CO>[CH3:11][O:12][C:2]1[C:7]([N+:8]([O-:10])=[O:9])=[CH:6][CH:5]=[CH:4][N:3]=1 |f:1.2|. Procedure details: Scheme IX shows the presently preferred method of synthesis for compounds of Formula I where A-B is --CH=N--. 2-chloro-3-nitropyridine is suspended in methanol and reacted with 2 molar equivalents of sodium methoxide at reflux temperature to provide 2-methoxy-3-nitropyridine 38, which is precipitated by diluting the reaction mixture with about 4 volumes of water (with respect to the reaction mixture volume) to provide compound 38 as a white solid. Compound 38 is then dissolved in ethanol and hyd... Starting materials: O=C(O)c1cccc(C(F)(F)F)c1, NCC1C2CC2CN1C(=O)c1nc(N)sc1-c1cccc(F)c1. Yields the product Nc1nc(C(=O)N2CC3CC3C2CNC(=O)c2cccc(C(F)(F)F)c2)c(-c2cccc(F)c2)s1. Reaction SMILES: [F:24][C:25]([c:26]1[cH:27][c:28]([C:29](=[O:30])[OH:31])[cH:32][cH:33][cH:34]1)([F:35])[F:36].[NH2:1][c:2]1[s:3][c:4](-[c:17]2[cH:18][c:19]([F:23])[cH:20][cH:21][cH:22]2)[c:5]([C:7](=[O:8])[N:9]2[CH:10]([CH2:15][NH2:16])[CH:11]3[CH2:12][CH:13]3[CH2:14]2)[n:6]1>>[NH2:1][c:2]1[s:3][c:4](-[c:17]2[cH:18][c:19]([F:23])[cH:20][cH:21][cH:22]2)[c:5]([C:7](=[O:8])[N:9]2[CH:10]([CH2:15][NH:16][C:29]([c:28]3[cH:27][c:26]([C:25]([F:24])([F:35])[F:36])[cH:34][cH:33][cH:32]3)=[O:30])[CH:11]3[CH2:12][CH:13]3[CH2:14]2)[n:6]1. The reactants are FC=1C=C2C=CC(=NC2=CC1OC[C@H](C)OC)C ((S)-6-fluoro-7-(2-methoxypropoxy)-2-methylquinoline), SeO2, O1CCOCC1 (dioxane). Solvent: O (water). The product is FC=1C=C2C=CC(=NC2=CC1OC[C@H](C)OC)C=O ((S)-6-fluoro-7-(2-methoxypropoxy)quinoline-2-carbaldehyde). Yield: 85.0%. As a reaction SMILES: [F:1][C:2]1[CH:3]=[C:4]2[C:9](=[CH:10][C:11]=1[O:12][CH2:13][C@@H:14]([O:16][CH3:17])[CH3:15])[N:8]=[C:7]([CH3:18])[CH:6]=[CH:5]2.[O:19]1CCOCC1>O>[F:1][C:2]1[CH:3]=[C:4]2[C:9](=[CH:10][C:11]=1[O:12][CH2:13][C@@H:14]([O:16][CH3:17])[CH3:15])[N:8]=[C:7]([CH:18]=[O:19])[CH:6]=[CH:5]2. Procedure details: To a solution of crude (S)-6-fluoro-7-(2-methoxypropoxy)-2-methylquinoline (0.281 g, 1.13 mmol) in dioxane (4 mL) and water (0.04 mL) was added SeO2 (0.138 g, 1.24 mmol). The reaction mixture was heated at reflux for 3 hours. After cooling, the mixture was filtered through Celite®. The filtrate was concentrated. The residue was purified by flash chromatography on silica gel (hexanes:EtOAc, 4:1) to give (S)-6-fluoro-7-(2-methoxypropoxy)quinoline-2-carbaldehyde (0.251 g, 85% for two steps) as a so... The reactants are O=C([O-])[O-], CN1CCCC1=O, CCOC(C)=O, [Cs+], [Cs+], OC1CCC(c2cccnc2F)C1, Oc1ccc(Nc2nc3ccccc3s2)cc1. The product is OC1CCC(c2cccnc2Oc2ccc(Nc3nc4ccccc4s3)cc2)C1. RXN SMILES: [C:31](=[O:32])([O-:33])[O-:34].[CH3:37][N:38]1[CH2:39][CH2:40][CH2:41][C:42]1=[O:43].[CH3:44][CH2:45][O:46][C:47]([CH3:48])=[O:49].[Cs+:35].[Cs+:36].[F:1][c:2]1[n:3][cH:4][cH:5][cH:6][c:7]1[CH:8]1[CH2:9][CH:10]([OH:13])[CH2:11][CH2:12]1.[s:14]1[c:15]([NH:23][c:24]2[cH:25][cH:26][c:27]([OH:30])[cH:28][cH:29]2)[n:16][c:17]2[c:18]1[cH:19][cH:20][cH:21][cH:22]2>>[c:2]1([O:30][c:27]2[cH:26][cH:25][c:24]([NH:23][c:15]3[s:14][c:18]4[c:17]([n:16]3)[cH:22][cH:21][cH:20][cH:19]4)[cH:29][cH:28]2)[n:3][cH:4][cH:5][cH:6][c:7]1[CH:8]1[CH2:9][CH:10]([OH:13])[CH2:11][CH2:12]1. Starting materials: BrCCc1c[nH]c2ccccc12, ClC(Cl)Cl, C1CSCN1. The product is c1ccc2c(CCN3CCSC3)c[nH]c2c1. As a reaction SMILES: [Br:1][CH2:2][CH2:3][c:4]1[cH:5][nH:6][c:7]2[cH:8][cH:9][cH:10][cH:11][c:12]12.[Cl:18][CH:19]([Cl:20])[Cl:21].[S:13]1[CH2:14][NH:15][CH2:16][CH2:17]1>>[CH2:2]([CH2:3][c:4]1[cH:5][nH:6][c:7]2[cH:8][cH:9][cH:10][cH:11][c:12]12)[N:15]1[CH2:14][S:13][CH2:17][CH2:16]1. Starting materials: ClC1=C2C(=NC=N1)N(N=C2)C (4-chloro-1-methyl-1H-pyrazolo[3,4-d]pyrimidine), N1CCNCC1 (piperazine), OC1=C2C(=NC=N1)N(N=C2)C (4-hydroxy-1-methyl-1H-pyrazolo[3,4-d]pyrimidine). Solvent: C(C)(C)O (isopropanol). Run at time 1 hour. Yields the product CN1N=CC=2C1=NC=NC2N2CCNCC2 (1-Methyl-4-(1-piperazinyl)-1H-pyrazolo[3,4-d]pyrimidine). Yield: 83.0%. As a reaction SMILES: Cl[C:2]1[N:7]=[CH:6][N:5]=[C:4]2[N:8]([CH3:11])[N:9]=[CH:10][C:3]=12.OC1N=CN=C2N(C)N=CC=12.[NH:23]1[CH2:28][CH2:27][NH:26][CH2:25][CH2:24]1>C(O)(C)C>[CH3:11][N:8]1[C:4]2=[N:5][CH:6]=[N:7][C:2]([N:23]3[CH2:28][CH2:27][NH:26][CH2:25][CH2:24]3)=[C:3]2[CH:10]=[N:9]1. Procedure: According to the method described in J. Org. Chem., 21: 1240-1256 (1956), 4-chloro-1-methyl-1H-pyrazolo[3,4-d]pyrimidine was derived from 4-hydroxy-1-methyl-1H-pyrazolo[3,4-d]pyrimidine (1.20 g, 8.03 mmol). To this partially purified product, an isopropanol solution (50 mL) of piperazine (5.55 g, 64.4 mmol) was added, followed by stirring at room temperature for 1 hour and then heating under reflux for 1 hour. The reaction solution was concentrated, saturated brine was added thereto, the mixture... Reactants: COC(=O)Nc1nc2c(OC)ccc([N+](=O)[O-])c2o1, CO, ClCCl, [H][H]. The product is COC(=O)Nc1nc2c(OC)ccc(N)c2o1. RXN SMILES: [CH3:1][O:2][C:3]([NH:4][c:5]1[o:6][c:7]2[c:8]([n:9]1)[c:10]([O:17][CH3:18])[cH:11][cH:12][c:13]2[N+:14]([O-:15])=[O:16])=[O:19].[CH3:22][OH:23].[Cl:24][CH2:25][Cl:26].[H:20][H:21]>>[CH3:1][O:2][C:3]([NH:4][c:5]1[o:6][c:7]2[c:8]([n:9]1)[c:10]([O:17][CH3:18])[cH:11][cH:12][c:13]2[NH2:14])=[O:19]. Starting materials: ClC1=CC(=C(C=C1)C1=CC(=CC=C1)COC1=CC(=C(C(=O)OC)C=C1)F)C (methyl 4-[(4′-chloro-2′-methylbiphenyl-3-yl)methoxy]-2-fluorobenzoate), [H-].[Al+3].[Li+].[H-].[H-].[H-] (lithium aluminum hydride). Run in C1CCOC1 (THF), C1CCOC1 (THF). Run at time 1 hour. Yields the product ClC1=CC(=C(C=C1)C1=CC(=CC=C1)COC1=CC(=C(CO)C=C1)F)C (4-[(4′-chloro-2′-methylbiphenyl-3-yl)methoxy]-2-fluorobenzyl alcohol). As a reaction SMILES: [Cl:1][C:2]1[CH:7]=[CH:6][C:5]([C:8]2[CH:13]=[CH:12][CH:11]=[C:10]([CH2:14][O:15][C:16]3[CH:25]=[CH:24][C:19]([C:20](OC)=[O:21])=[C:18]([F:26])[CH:17]=3)[CH:9]=2)=[C:4]([CH3:27])[CH:3]=1.[H-].[Al+3].[Li+].[H-].[H-].[H-]>C1COCC1>[Cl:1][C:2]1[CH:7]=[CH:6][C:5]([C:8]2[CH:13]=[CH:12][CH:11]=[C:10]([CH2:14][O:15][C:16]3[CH:25]=[CH:24][C:19]([CH2:20][OH:21])=[C:18]([F:26])[CH:17]=3)[CH:9]=2)=[C:4]([CH3:27])[CH:3]=1 |f:1.2.3.4.5.6|. Procedure: In an atmosphere of nitrogen, a THF solution of methyl 4-[(4′-chloro-2′-methylbiphenyl-3-yl)methoxy]-2-fluorobenzoate was dropwise added to a THF suspension of lithium aluminum hydride under cooling on an ice-methanol bath, followed by stirring at room temperature for 1 hour to obtain 4-[(4′-chloro-2′-methylbiphenyl-3-yl)methoxy]-2-fluorobenzyl alcohol. By adding manganese dioxide to a THF solution of the resulting 4-[(4′-chloro-2′-methylbiphenyl-3-yl)methoxy]-2-fluorobenzyl alcohol and stirring... Reactants: CCCCc1nc(Cl)c(COC)n1Cc1ccc(C(=O)OC)cc1, CO, [K+], [OH-], O. Product: CCCCc1nc(Cl)c(COC)n1Cc1ccc(C(=O)O)cc1. Reaction SMILES: [CH2:1]([CH2:2][CH2:3][CH3:4])[c:5]1[n:6]([CH2:14][c:15]2[cH:16][cH:17][c:18]([C:21](=[O:22])[O:23][CH3:24])[cH:19][cH:20]2)[c:7]([CH2:11][O:12][CH3:13])[c:8]([Cl:10])[n:9]1.[CH3:28][OH:29].[K+:26].[OH-:25].[OH2:27]>>[CH2:1]([CH2:2][CH2:3][CH3:4])[c:5]1[n:6]([CH2:14][c:15]2[cH:16][cH:17][c:18]([C:21](=[O:22])[OH:23])[cH:19][cH:20]2)[c:7]([CH2:11][O:12][CH3:13])[c:8]([Cl:10])[n:9]1. Starting materials: BrCC1=C(C=C(C=C1)C=1OC2=C(N1)C=CC=C2)OCOC (2-[4-(Bromomethyl)-3-(methoxymethoxy)phenyl]-1,3-benzoxazole), [C-]#N.[Na+] (sodium cyanide), CCOC(=O)C (EtOAc). Run in CN(C)C=O.O (DMF H2O). Product: O1C(=NC2=C1C=CC=C2)C2=CC(=C(C=C2)CC#N)OCOC ([4-(1,3-benzoxazol-2-yl)-2-(methoxymethoxy)phenyl]acetonitrile). RXN SMILES: Br[CH2:2][C:3]1[CH:8]=[CH:7][C:6]([C:9]2[O:10][C:11]3[CH:17]=[CH:16][CH:15]=[CH:14][C:12]=3[N:13]=2)=[CH:5][C:4]=1[O:18][CH2:19][O:20][CH3:21].[C-:22]#[N:23].[Na+].CCOC(C)=O>CN(C=O)C.O>[O:10]1[C:11]2[CH:17]=[CH:16][CH:15]=[CH:14][C:12]=2[N:13]=[C:9]1[C:6]1[CH:7]=[CH:8][C:3]([CH2:2][C:22]#[N:23])=[C:4]([O:18][CH2:19][O:20][CH3:21])[CH:5]=1 |f:1.2,4.5|. Reported procedure: 2-[4-(Bromomethyl)-3-(methoxymethoxy)phenyl]-1,3-benzoxazole (250 mg, 0.72 mmol) was treated with sodium cyanide (150 mg, 2.2 mmol) in DMF/H2O (15 mL/1.5 mL) at 90° C. for 3 h and EtOAc (150 mL) was added. The EtOAc solution was washed with H2O (2×20 mL), brine (2×20 mL), dried (MgSO4), filtered, and concentrated in vacuo. The residue was eluted with flash column (silica gel, hexanes:EtOAc 4:1) to afford the desired [4-(1,3-benzoxazol-2-yl)-2-(methoxymethoxy)phenyl]acetonitrile as a yellow solid...